Dataset: the Open Reaction Database (ORD), a public repository of structured organic reaction records. Task: describe an organic reaction: reactants, conditions, products, and yield The reactants are C(C)(=O)N (acetamide), O=P(Cl)(Cl)Cl (POCl3), C1(=CC=CC=C1)C (toluene), [BH4-].[Na+] (NaBH4). Run in C(C)O (ethanol). The product is C1NCCC2=CC=CC=C12 (1,2,3,4-tetrahydroisoquinoline). Isolated yield 51.0%. Reaction SMILES: [C:1]([NH2:4])(=O)[CH3:2].O=P(Cl)(Cl)Cl.[BH4-].[Na+].[C:12]1([CH3:18])[CH:17]=[CH:16][CH:15]=[CH:14][CH:13]=1>C(O)C>[CH2:18]1[C:12]2[C:13](=[CH:14][CH:15]=[CH:16][CH:17]=2)[CH2:2][CH2:1][NH:4]1 |f:2.3|. Procedure: Primary amine from example 1 (200 mg) was reacted with acetyl chloride (1.3 eq.) in dry ethylamine (3 eq.) and dry dichloromethane (5 ml) at 0° C. for 1 hour, then 25° C. for 14 hours and gave the acetamide in 88% yield. The acetamide (103 mg, 0.263 mmol) was refluxed for 3 hours with POCl3 (7.5 eq.) in dry toluene (10 ml) at 110° C. for 14 hours followed by NaBH4 reduction (11 eq.) in dry ethanol gave the corresponding 1,2,3,4-tetrahydroisoquinoline (50 mg, 51%). Demethylation as in example 1 g... Starting materials: FC1=C(C#N)C=CC(=C1)C=O (2-fluoro-4-formylbenzonitrile), C(CC(=O)O)(=O)O (propanedioic acid), C(C)(=O)[O-].[NH4+] (ammonium acetate). The solvent is C(C)O (ethanol). Yields the product NC(CC(=O)O)C1=CC(=C(C=C1)C#N)F (3-amino-3-(4-cyano-3-fluorophenyl) propionic acid). Yield: 51.6%. Reaction SMILES: [F:1][C:2]1[CH:9]=[C:8]([CH:10]=O)[CH:7]=[CH:6][C:3]=1[C:4]#[N:5].[C:12]([OH:18])(=[O:17])[CH2:13]C(O)=O.C([O-])(=O)C.[NH4+:23]>C(O)C>[NH2:23][CH:10]([C:8]1[CH:7]=[CH:6][C:3]([C:4]#[N:5])=[C:2]([F:1])[CH:9]=1)[CH2:13][C:12]([OH:18])=[O:17] |f:2.3|. Reported procedure: 500 mg (3.35 mmol) 2-fluoro-4-formylbenzonitrile were suspended in 2 ml ethanol. 349 mg (3.35 mmol) propanedioic acid and 0.54 g (7.04 mmol) ammonium acetate were added. The mixture was refluxed for 6 hours and after cooling filtrated. The residue was washed with ethanol and dried in vacuum to give 360 mg (52%) 3-amino-3-(4-cyano-3-fluorophenyl) propionic acid.